From a dataset of the Open Reaction Database (ORD), a public repository of structured organic reaction records. describe an organic reaction: reactants, conditions, products, and yield The reactants are C(C)(=O)C1=CC=C(C=C1)N=NC(C(=O)N)=C1NC(CC2=CC=CC=C12)(C)C (2-(4-acetyl-phenylazo)-2-(3,3-dimethyl-3,4-dihydro-2H-isoquinoline-1-ylidene)-acetamide), S(=O)(Cl)Cl (thionyl chloride). Solvent: CN(C)C=O (DMF). The product is C(C)(=O)C1=CC=C(C=C1)N=NC(C#N)=C1NC(CC2=CC=CC=C12)(C)C ((4-acetyl-phenylazo)-(3,3-dimethyl-3,4-dihydro-2H-isoquinoline-1-ylidene)-acetonitrile). RXN SMILES: [C:1]([C:4]1[CH:9]=[CH:8][C:7]([N:10]=[N:11][C:12](=[C:16]2[C:25]3[C:20](=[CH:21][CH:22]=[CH:23][CH:24]=3)[CH2:19][C:18]([CH3:27])([CH3:26])[NH:17]2)[C:13]([NH2:15])=O)=[CH:6][CH:5]=1)(=[O:3])[CH3:2].S(Cl)(Cl)=O>CN(C=O)C>[C:1]([C:4]1[CH:9]=[CH:8][C:7]([N:10]=[N:11][C:12](=[C:16]2[C:25]3[C:20](=[CH:21][CH:22]=[CH:23][CH:24]=3)[CH2:19][C:18]([CH3:27])([CH3:26])[NH:17]2)[C:13]#[N:15])=[CH:6][CH:5]=1)(=[O:3])[CH3:2]. Procedure: 2-(4-acetyl-phenylazo)-2-(3,3-dimethyl-3,4-dihydro-2H-isoquinoline-1-ylidene)-acetamide (Asinex Corp., Russia), thionyl chloride and DMF are mixed and stirred slowly. An excess of thionyl chloride is removed from the mixed solvent by reducing the pressure. The residue containing the reaction product is purified by column chromatography to obtain the title compound. Starting materials: CCOC(=O)CCC(=O)Nc1cccc(N2CCN(C(=O)OCc3ccccc3)CC2)c1C, CO, [H][H]. Product: CCOC(=O)CCC(=O)Nc1cccc(N2CCNCC2)c1C. Reaction SMILES: [CH2:1]([O:2][C:3](=[O:4])[N:11]1[CH2:12][CH2:13][N:14]([c:17]2[c:18]([CH3:33])[c:19]([NH:23][C:24](=[O:25])[CH2:26][CH2:27][C:28](=[O:29])[O:30][CH2:31][CH3:32])[cH:20][cH:21][cH:22]2)[CH2:15][CH2:16]1)[c:5]1[cH:6][cH:7][cH:8][cH:9][cH:10]1.[CH3:36][OH:37].[H:34][H:35]>>[NH:11]1[CH2:12][CH2:13][N:14]([c:17]2[c:18]([CH3:33])[c:19]([NH:23][C:24](=[O:25])[CH2:26][CH2:27][C:28](=[O:29])[O:30][CH2:31][CH3:32])[cH:20][cH:21][cH:22]2)[CH2:15][CH2:16]1. Starting materials: C(C)C=1NC(=C(C(C1C(=O)OCC)C1=C(C=CC(=C1)[N+](=O)[O-])OCCCCN1C(C=2C(C1=O)=CC=CC2)=O)C(=O)OCC)C (diethyl 2-ethyl-4-[2-(4-phthalimidobutoxy)-5-nitrophenyl]-6-methyl-1,4-dihydropyridine-3,5-dicarboxylate), O.NN (hydrazine monohydrate). Solvent: C(C)O (ethanol). The product is NCCCCOC1=C(C=C(C=C1)[N+](=O)[O-])C1C(=C(NC(=C1C(=O)OCC)C)CC)C(=O)OCC (diethyl 4-[2-(4-aminobutoxy)-5-nitrophenyl]-2-ethyl-6-methyl-1,4-dihydropyridine-3,5-dicarboxylate). Yield: 65.7%. RXN SMILES: [CH2:1]([C:3]1[NH:4][C:5]([CH3:44])=[C:6]([C:39]([O:41][CH2:42][CH3:43])=[O:40])[CH:7]([C:14]2[CH:19]=[C:18]([N+:20]([O-:22])=[O:21])[CH:17]=[CH:16][C:15]=2[O:23][CH2:24][CH2:25][CH2:26][CH2:27][N:28]2C(=O)C3=CC=CC=C3C2=O)[C:8]=1[C:9]([O:11][CH2:12][CH3:13])=[O:10])[CH3:2].O.NN>C(O)C>[NH2:28][CH2:27][CH2:26][CH2:25][CH2:24][O:23][C:15]1[CH:16]=[CH:17][C:18]([N+:20]([O-:22])=[O:21])=[CH:19][C:14]=1[CH:7]1[C:6]([C:39]([O:41][CH2:42][CH3:43])=[O:40])=[C:5]([CH3:44])[NH:4][C:3]([CH2:1][CH3:2])=[C:8]1[C:9]([O:11][CH2:12][CH3:13])=[O:10] |f:1.2|. Reported procedure: A solution of 12.4 g of diethyl 2-ethyl-4-[2-(4-phthalimidobutoxy)-5-nitrophenyl]-6-methyl-1,4-dihydropyridine-3,5-dicarboxylate and 10.4 g of hydrazine monohydrate in 270 ml of 95% ethanol (water: 5%) was refluxed under heating for 10 hours. After cooling the reaction solution, the solution was concentrated under reduced pressure, and the residue was extracted with chloroform. The extract was washed with water, dried over anhydrous magnesium sulfate, and concentrated under reduced pressure. Cru... The reactants are FC=1C=C(COC2=C(C=C(NC3=NC=NC4=CC=C(C=C34)C3=CC=C(O3)C=CC(=O)O)C=C2)Cl)C=CC1 (3-(5-{4-[4-(3-fluorobenzyloxy)-3-chloroanilino]-6-quinazolinyl}-2-furyl)-2-propenoic acid), C(C)(C)N(CC)C(C)C (diisopropylethylamine), Cl.C1(=CC=CC=C1)S(=O)(=O)CCN (2-(phenylsulfonyl)-ethylamine hydrochloride), Cl.CN(CCCN=C=NCC)C (1-(3-dimethylaminopropyl)-3-ethylcarbodiimide hydrochloride). The solvent is C(C)#N (acetonitrile). The product is FC=1C=C(COC2=C(C=C(NC3=NC=NC4=CC=C(C=C34)C3=CC=C(O3)C=CC(=O)NCCS(=O)(=O)C3=CC=CC=C3)C=C2)Cl)C=CC1 (3-(5-{4-[4-(3-Fluoro-benzyloxy)-3-chloroanilino]-6-quinazolinyl}-2-furyl)-N-[2-(phenylsulfonyl)ethyl]-2-propenamide). RXN SMILES: [F:1][C:2]1[CH:3]=[C:4]([CH:35]=[CH:36][CH:37]=1)[CH2:5][O:6][C:7]1[CH:33]=[CH:32][C:10]([NH:11][C:12]2[C:21]3[C:16](=[CH:17][CH:18]=[C:19]([C:22]4[O:26][C:25]([CH:27]=[CH:28][C:29](O)=[O:30])=[CH:24][CH:23]=4)[CH:20]=3)[N:15]=[CH:14][N:13]=2)=[CH:9][C:8]=1[Cl:34].Cl.[C:39]1([S:45]([CH2:48][CH2:49][NH2:50])(=[O:47])=[O:46])[CH:44]=[CH:43][CH:42]=[CH:41][CH:40]=1.Cl.CN(C)CCCN=C=NCC.C(N(C(C)C)CC)(C)C>C(#N)C>[F:1][C:2]1[CH:3]=[C:4]([CH:35]=[CH:36][CH:37]=1)[CH2:5][O:6][C:7]1[CH:33]=[CH:32][C:10]([NH:11][C:12]2[C:21]3[C:16](=[CH:17][CH:18]=[C:19]([C:22]4[O:26][C:25]([CH:27]=[CH:28][C:29]([NH:50][CH2:49][CH2:48][S:45]([C:39]5[CH:44]=[CH:43][CH:42]=[CH:41][CH:40]=5)(=[O:47])=[O:46])=[O:30])=[CH:24][CH:23]=4)[CH:20]=3)[N:15]=[CH:14][N:13]=2)=[CH:9][C:8]=1[Cl:34] |f:1.2,3.4|. Procedure: Prepared according to Procedure (I) utilizing 3-(5-{4-[4-(3-fluorobenzyloxy)-3-chloroanilino]-6-quinazolinyl}-2-furyl)-2-propenoic acid (0.25 g, 0.45 mmol), 2-(phenylsulfonyl)-ethylamine hydrochloride (0.30 g, 1.36 mmol), 1-(3-dimethylaminopropyl)-3-ethylcarbodiimide hydrochloride (0.26 g, 1.36 mmol) and diisopropylethylamine (0.55 mL, 3.18 mmol) in acetonitrile. Electrospray MS m/z 683 (MH+). Starting materials: C1CCOC1, OC(CCCl)c1ccccc1, Oc1cccc2ccsc12. Yields the product ClCCC(Oc1cccc2ccsc12)c1ccccc1. Reaction SMILES: [CH2:22]1[O:23][CH2:24][CH2:25][CH2:26]1.[Cl:1][CH2:2][CH2:3][CH:4]([OH:5])[c:6]1[cH:7][cH:8][cH:9][cH:10][cH:11]1.[OH:12][c:13]1[cH:14][cH:15][cH:16][c:17]2[c:18]1[s:19][cH:20][cH:21]2>>[Cl:1][CH2:2][CH2:3][CH:4]([O:5][c:13]1[cH:14][cH:15][cH:16][c:17]2[c:18]1[s:19][cH:20][cH:21]2)[c:6]1[cH:7][cH:8][cH:9][cH:10][cH:11]1. The reactants are N#Cc1ccc(Br)cc1F, CC(C)(C)OC(=O)N1CC(O)C1, CCOC(C)=O, [H-], [Na+], CN(C)C=O, O. Yields the product CC(C)(C)OC(=O)N1CC(Oc2cc(Br)ccc2C#N)C1. As a reaction SMILES: [Br:1][c:2]1[cH:3][c:4]([F:10])[c:5]([C:6]#[N:7])[cH:8][cH:9]1.[C:11]([CH3:12])([CH3:13])([CH3:14])[O:15][C:16](=[O:17])[N:18]1[CH2:19][CH:20]([OH:22])[CH2:21]1.[CH3:31][CH2:32][O:33][C:34]([CH3:35])=[O:36].[H-:24].[Na+:23].[O:26]=[CH:27][N:28]([CH3:29])[CH3:30].[OH2:25]>>[Br:1][c:2]1[cH:3][c:4]([O:22][CH:20]2[CH2:19][N:18]([C:16]([O:15][C:11]([CH3:12])([CH3:13])[CH3:14])=[O:17])[CH2:21]2)[c:5]([C:6]#[N:7])[cH:8][cH:9]1. RXN SMILES: [CH3:1][O:2][C:3](=[O:4])[C:5]1([c:34]2[cH:35][cH:36][cH:37][cH:38][cH:39]2)[CH2:6][CH2:7][N:8]([CH2:11][CH2:12][C:13]2([c:26]3[cH:27][c:28]([Cl:33])[c:29]([Cl:32])[cH:30][cH:31]3)[CH2:14][N:15]([C:18]([c:19]3[cH:20][cH:21][cH:22][cH:23][cH:24]3)=[O:25])[CH2:16][CH2:17]2)[CH2:9][CH2:10]1.[CH3:42][CH2:43][OH:44].[Na+:41].[OH-:40]>>[O:2]=[C:3]([OH:4])[C:5]1([c:34]2[cH:35][cH:36][cH:37][cH:38][cH:39]2)[CH2:6][CH2:7][N:8]([CH2:11][CH2:12][C:13]2([c:26]3[cH:27][c:28]([Cl:33])[c:29]([Cl:32])[cH:30][cH:31]3)[CH2:14][N:15]([C:18]([c:19]3[cH:20][cH:21][cH:22][cH:23][cH:24]3)=[O:25])[CH2:16][CH2:17]2)[CH2:9][CH2:10]1. Starting materials: COC(=O)C1(c2ccccc2)CCN(CCC2(c3ccc(Cl)c(Cl)c3)CCN(C(=O)c3ccccc3)C2)CC1, CCO, [Na+], [OH-]. The product is O=C(c1ccccc1)N1CCC(CCN2CCC(C(=O)O)(c3ccccc3)CC2)(c2ccc(Cl)c(Cl)c2)C1. The reactants are C[Si](C)(C)[N-][Si](C)(C)C.[Li+] (Lithium bis(trimethylsilyl)amide), ClC=1C=C(C=NC1Cl)C1=NC(=NO1)C1=CC(=C(C(=O)OC)C=C1)F (methyl 4-[5-(5,6-dichloropyridin-3-yl)-1,2,4-oxadiazol-3-yl]-2-fluorobenzoate), O (Water). Solvent: CC(CO)C (2-methyl-1-propanol), C1CCOC1 (THF), CCOC(=O)C (EtOAc). Run at time 1 hour. Product: ClC=1C=C(C=NC1OCC(C)C)C1=NC(=NO1)C1=CC(=C(C(=O)O)C=C1)F (4-[5-(5-chloro-6-isobutoxypyridin-3-yl)-1,2,4-oxadiazol-3-yl]-2-fluorobenzoic acid). As a reaction SMILES: C[Si]([N-][Si](C)(C)C)(C)C.[Li+].[Cl:11][C:12]1[CH:13]=[C:14]([C:19]2[O:23][N:22]=[C:21]([C:24]3[CH:33]=[CH:32][C:27]([C:28]([O:30]C)=[O:29])=[C:26]([F:34])[CH:25]=3)[N:20]=2)[CH:15]=[N:16][C:17]=1Cl.[OH2:35]>CC(C)CO.C1COCC1.CCOC(C)=O>[Cl:11][C:12]1[CH:13]=[C:14]([C:19]2[O:23][N:22]=[C:21]([C:24]3[CH:33]=[CH:32][C:27]([C:28]([OH:30])=[O:29])=[C:26]([F:34])[CH:25]=3)[N:20]=2)[CH:15]=[N:16][C:17]=1[O:35][CH2:13][CH:14]([CH3:19])[CH3:15] |f:0.1|. Procedure: Lithium bis(trimethylsilyl)amide (700 μL; 1 M; 0.70 mmol) was added to a solution of methyl 4-[5-(5,6-dichloropyridin-3-yl)-1,2,4-oxadiazol-3-yl]-2-fluorobenzoate, obtained in step 1 (73.63 mg; 0.20 mmol) in 2-methyl-1-propanol (3 mL) and THF (2 mL). The resulting mixture was stirred at RT for 1 h. Water (500 uL) was added and the mixture was stirred at RT for 3 h, saponification was complete. The reaction mixture was then diluted with EtOAc and washed with HCl 1N, NaCl sat. solution and dried o... Run in C(C)#N (acetonitrile), C(C)#N (acetonitrile). Reaction conditions: time 24 hour. As a reaction SMILES: [CH3:1][O:2][C:3](=[O:20])[C:4]1[CH:9]=[CH:8][CH:7]=[N:6][C:5]=1[S:10](=[O:19])(=[O:18])[NH:11][C:12]1[CH:17]=[CH:16][CH:15]=[CH:14][CH:13]=1.[C:21](=O)([O-])[O-].[K+].[K+].CBr>C(#N)C>[CH3:1][O:2][C:3](=[O:20])[C:4]1[CH:9]=[CH:8][CH:7]=[N:6][C:5]=1[S:10](=[O:19])(=[O:18])[N:11]([CH3:21])[C:12]1[CH:17]=[CH:16][CH:15]=[CH:14][CH:13]=1 |f:1.2.3|. The reactants are COC(C1=C(N=CC=C1)S(NC1=CC=CC=C1)(=O)=O)=O (2-phenylsulfamoylnicotinic acid methyl ester), C([O-])([O-])=O.[K+].[K+] (potassium carbonate), CBr (methyl bromide). Isolated yield 79.5%. Reported procedure: A mixture of 2-phenylsulfamoylnicotinic acid methyl ester (1.8 g), acetonitrile (100 mL) and potassium carbonate (1.9 g) was treated with a mixture of methyl bromide (1.5 mL) and acetonitrile (6.0 mL), and the resulting mixture was stirred at room temperature for 24 hours. The mixture was concentrated under reduced pressure, triturated with dichloromethane and filtered. The filtrate was concentrated under reduced pressure to afford the title compound as a tan oil (1.5 g). The product is COC(C1=C(N=CC=C1)S(N(C1=CC=CC=C1)C)(=O)=O)=O (2-(methylphenylsulfamoyl)nicotinic acid methyl ester).